Dataset: the Open Reaction Database (ORD), a public repository of structured organic reaction records. Task: describe an organic reaction: reactants, conditions, products, and yield The reactants are CCCC1CCC(c2ccc(CCc3ccc(Br)cc3)cc2)CC1, CN1CCCC1=O, N#C[Cu], c1ccncc1. The product is CCCC1CCC(c2ccc(CCc3ccc(C#N)cc3)cc2)CC1. As a reaction SMILES: [CH2:1]([CH2:2][CH3:3])[CH:4]1[CH2:5][CH2:6][CH:7]([c:10]2[cH:11][cH:12][c:13]([CH2:16][CH2:17][c:18]3[cH:19][cH:20][c:21]([Br:24])[cH:22][cH:23]3)[cH:14][cH:15]2)[CH2:8][CH2:9]1.[CH3:28][N:29]1[CH2:30][CH2:31][CH2:32][C:33]1=[O:34].[Cu:25][C:26]#[N:27].[n:35]1[cH:36][cH:37][cH:38][cH:39][cH:40]1>>[CH2:1]([CH2:2][CH3:3])[CH:4]1[CH2:5][CH2:6][CH:7]([c:10]2[cH:11][cH:12][c:13]([CH2:16][CH2:17][c:18]3[cH:19][cH:20][c:21]([C:26]#[N:27])[cH:22][cH:23]3)[cH:14][cH:15]2)[CH2:8][CH2:9]1.